Dataset: the Open Reaction Database (ORD), a public repository of structured organic reaction records. Task: describe an organic reaction: reactants, conditions, products, and yield Starting materials: C(C=C)N1C(C2=CC=CC=C2C1=O)=O (2-allyl-isoindole-1,3-dione), B1C2CCCC1CCC2 (9-BBN), C(=O)([O-])[O-].[K+].[K+] (K2CO3), BrC1=NC=C(C=C1)Br (2,5-dibromopyridine). Reagents/catalysts: CC(=O)[O-].CC(=O)[O-].[Pd+2] (Pd(OAc)2), C1=CC=C(C=C1)P([C-]2C=CC=C2)C3=CC=CC=C3.C1=CC=C(C=C1)P([C-]2C=CC=C2)C3=CC=CC=C3.[Fe+2] (DPPF). The solvent is TBF, C(C)(=O)OCC (ethyl acetate), CN(C)C=O (DMF). Conditions: time 18 hour. The product is BrC=1C=CC(=NC1)CCCN1C(C2=CC=CC=C2C1=O)=O (2-[3-(5-Bromo-pyridin-2-yl)-propyl]-isoindole-1,3-dione). The yield is 37.3%. RXN SMILES: [CH2:1]([N:4]1[C:12](=[O:13])[C:11]2[C:6](=[CH:7][CH:8]=[CH:9][CH:10]=2)[C:5]1=[O:14])[CH:2]=[CH2:3].B1C2CCCC1CCC2.C([O-])([O-])=O.[K+].[K+].Br[C:31]1[CH:36]=[CH:35][C:34]([Br:37])=[CH:33][N:32]=1>CN(C=O)C.C(OCC)(=O)C.CC([O-])=O.CC([O-])=O.[Pd+2].C1C=CC(P(C2C=CC=CC=2)[C-]2C=CC=C2)=CC=1.C1C=CC(P(C2C=CC=CC=2)[C-]2C=CC=C2)=CC=1.[Fe+2]>[Br:37][C:34]1[CH:35]=[CH:36][C:31]([CH2:3][CH2:2][CH2:1][N:4]2[C:12](=[O:13])[C:11]3[C:6](=[CH:7][CH:8]=[CH:9][CH:10]=3)[C:5]2=[O:14])=[N:32][CH:33]=1 |f:2.3.4,8.9.10,11.12.13|. Procedure: To a stirred solution of 2-allyl-isoindole-1,3-dione (3-1) (18.9 g, 101 mmol) in degassed TBF (100 mL) at 0° C. was added dropwise a solution of 9-BBN (243 mL of 0.5M in THF, 121 mmol) and the mixture stirred for 18 hours at ambient temperature. K2CO3 (24 g, 172 mmol) and 2,5-dibromopyridine (30 g, 126 mmol) were added, followed by a premixed and aged (70° C. for 30 min) suspension of Pd(OAc)2 (2.6 g, 11.5 mmol) and DPPF (7 g, 12.6 mmol) in degassed DMF (100 mL). The resulting mixture was stirre...